This data is from the Open Reaction Database (ORD), a public repository of structured organic reaction records. The task is: describe an organic reaction: reactants, conditions, products, and yield Reactants: ClC=1C=C(N)C=CC1Cl (3,4-dichloroaniline), BrC(C(=O)OCC)C (ethyl 2-bromopropionate), C(=O)(O)[O-].[Na+] (NaHCO3), BrC(C(=O)OCC)C (ethyl 2-bromopropionate), C(=O)(O)[O-].[Na+] (NaHCO3). Solvent: CCO (EtOH). Product: C(C)OC(C(C)NC1=CC(=C(C=C1)Cl)Cl)=O (2-(3,4-Dichloro-phenylamino)-propionic acid ethyl ester). Yield: 83.0%. As a reaction SMILES: [Cl:1][C:2]1[CH:3]=[C:4]([CH:6]=[CH:7][C:8]=1[Cl:9])[NH2:5].Br[CH:11]([CH3:17])[C:12]([O:14][CH2:15][CH3:16])=[O:13].C([O-])(O)=O.[Na+]>CCO>[CH2:15]([O:14][C:12](=[O:13])[CH:11]([NH:5][C:4]1[CH:6]=[CH:7][C:8]([Cl:9])=[C:2]([Cl:1])[CH:3]=1)[CH3:17])[CH3:16] |f:2.3|. Procedure details: A mixture of 3,4-dichloroaniline (20.0 g, 120 mmol), ethyl 2-bromopropionate (26.0 g, 144 mmoL), and NaHCO3 (15.1 g, 180 mmol) in EtOH (200 mL) was heated at reflux. After 16 h another portion of ethyl 2-bromopropionate (13.9 g, 96.7 mmol) and NaHCO3 (8.00 g, 95 mmol) was added, and the mixture heated at reflux for an additional 24 h, then evaporated under vacuum. The residue was partitioned between EtOAc and water. The organic layer was washed with brine, dried (MgSO4), filtered, and evaporated... Reactants: 50g, N1=CC=CC=C1 (pyridine), C(C)OC=C (ethylvinyl ether), polystyrene, OC=CC1=CC=CC=C1.C(C)(C)(C)OC(=O)COC=CC1=CC=CC=C1.N1(CCOCC1)C(=O)COC=CC1=CC=CC=C1 (hydroxystyrene t-butoxycarbonylmethoxystyrene morpholinylcarbonylmethoxystyrene), C1(=CC=C(C=C1)S(=O)(=O)O)C (p-toluene sulfonic acid), 52g. Solvent: CN(C=O)C (dimethyl formamide), O (water). Conditions: temperature 20 celsius. Yields the product OC=CC1=CC=CC=C1.C(C)OCCOC=CC1=CC=CC=C1.C(C)(C)(C)OC(=O)COC=CC1=CC=CC=C1.N1(CCOCC1)C(=O)COC=CC1=CC=CC=C1 (hydroxystyrene ethoxyethoxystyrene t-butoxycarbonylmethoxystyrene morpholinylcarbonylmethoxystyrene). RXN SMILES: [OH:1][CH:2]=[CH:3][C:4]1[CH:9]=[CH:8][CH:7]=[CH:6][CH:5]=1.[C:10]([O:14][C:15]([CH2:17][O:18][CH:19]=[CH:20][C:21]1[CH:26]=[CH:25][CH:24]=[CH:23][CH:22]=1)=[O:16])([CH3:13])([CH3:12])[CH3:11].[N:27]1([C:33]([CH2:35][O:36][CH:37]=[CH:38][C:39]2[CH:44]=[CH:43][CH:42]=[CH:41][CH:40]=2)=[O:34])[CH2:32][CH2:31][O:30][CH2:29][CH2:28]1.C1(C)C=CC(S(O)(=O)=O)=CC=1.C(OC=C)C.N1C=CC=CC=1>CN(C)C=O.O>[OH:1][CH:2]=[CH:3][C:4]1[CH:9]=[CH:8][CH:7]=[CH:6][CH:5]=1.[CH2:10]([O:14][CH2:15][CH2:17][O:18][CH:19]=[CH:20][C:21]1[CH:22]=[CH:23][CH:24]=[CH:25][CH:26]=1)[CH3:11].[C:10]([O:14][C:15]([CH2:17][O:18][CH:19]=[CH:20][C:21]1[CH:22]=[CH:23][CH:24]=[CH:25][CH:26]=1)=[O:16])([CH3:13])([CH3:11])[CH3:12].[N:27]1([C:33]([CH2:35][O:36][CH:37]=[CH:38][C:39]2[CH:44]=[CH:43][CH:42]=[CH:41][CH:40]=2)=[O:34])[CH2:32][CH2:31][O:30][CH2:29][CH2:28]1 |f:0.1.2,8.9.10.11|. Procedure: 50g of poly(hydroxystyrene/t-butoxycarbonylmethoxystyrene/morpholinylcarbonylmethoxystyrene) where 8.4% of hydroxy groups in polyhydroxystyrene was substituted into t-butoxycarbonylmethoxy group and 5% of hydroxy groups into morpholinylcarbonylmethoxy group, so obtained from Synthesis example 3, was dissolved in 500 ml dimethyl formamide. With the addition of p-toluene sulfonic acid in catalytic amount, the reacting mixture was stirred at 20° C., followed by the addition of ethylvinyl ether (14 ... The reactants are C([O-])([O-])=O.[Na+].[Na+] (sodium carbonate), C1(CCCC1)C1=C(C(CC1)=NO)C1=CC(=CC=C1)OC (3-cyclopentyl-2-(3-methoxyphenyl)-2-cyclopenten-1-one oxime), B(Br)(Br)Br (boron tribromide). The solvent is ClCCl (dichloromethane), CCCCCC (hexane). Run at time 2 hour. Product: C1(CCCC1)C1=C(C(CC1)=NO)C1=CC(=CC=C1)O (3-cyclopentyl-2-(3-hydroxyphenyl)-2-cyclopenten-1-one oxime). Isolated yield 46.9%. Reaction SMILES: [CH:1]1([C:6]2[CH2:10][CH2:9][C:8](=[N:11][OH:12])[C:7]=2[C:13]2[CH:18]=[CH:17][CH:16]=[C:15]([O:19]C)[CH:14]=2)[CH2:5][CH2:4][CH2:3][CH2:2]1.B(Br)(Br)Br.C(=O)([O-])[O-].[Na+].[Na+]>ClCCl.CCCCCC>[CH:1]1([C:6]2[CH2:10][CH2:9][C:8](=[N:11][OH:12])[C:7]=2[C:13]2[CH:18]=[CH:17][CH:16]=[C:15]([OH:19])[CH:14]=2)[CH2:2][CH2:3][CH2:4][CH2:5]1 |f:2.3.4|. Procedure: To a stirred solution of 27 mg 3-cyclopentyl-2-(3-methoxyphenyl)-2-cyclopenten-1-one oxime (Example 7) in 5 ml dichloromethane at −78° C., was added 0.5 ml 1.0 M boron tribromide in hexane dropwise under inert atmosphere. The reaction mixture was stirred for 2 hours while being allowed to gradually warm to room temperature. Then the reaction mixture was poured into saturated aqueous sodium carbonate, and extracted with ethyl acetate. The organic layer was washed with brine, dried over anhydrous ...